Dataset: the Open Reaction Database (ORD), a public repository of structured organic reaction records. Task: describe an organic reaction: reactants, conditions, products, and yield Starting materials: COc1cccc2c(C)c3c(nc12)CCNCC3, CCOC(=O)Cl. The product is CCOC(=O)N1CCc2nc3c(OC)cccc3c(C)c2CC1, Cl. Reaction SMILES: [CH3:1][O:2][c:3]1[cH:4][cH:5][cH:6][c:7]2[c:8]([CH3:18])[c:9]3[c:10]([n:11][c:12]12)[CH2:13][CH2:14][NH:15][CH2:16][CH2:17]3.[Cl:19][C:20](=[O:21])[O:22][CH2:23][CH3:24]>>[CH3:1][O:2][c:3]1[cH:4][cH:5][cH:6][c:7]2[c:8]([CH3:18])[c:9]3[c:10]([n:11][c:12]12)[CH2:13][CH2:14][N:15]([C:20](=[O:21])[O:22][CH2:23][CH3:24])[CH2:16][CH2:17]3.[ClH:19]. Reactants: O (water), C(CCCCCCCCCCCCCC)C=1NC=2C=CC=C(C2C1)C(=O)O (2-(n-pentadecyl)indole-4-carboxylic acid), Cl (hydrogen chloride), C(C)O (ethanol), C(C)O (ethanol). Procedure: A solution of 2-(n-pentadecyl)indole-4-carboxylic acid (15 g) in ethanol (100 ml) containing a solution of hydrogen chloride gas in ethanol (100 ml, of strength 35% w/v) was refluxed for 6 hours. After cooling, the solution was poured into water and the solid was collected and was recrystallised from methanol to give ethyl 2-(n-pentadecyl)indole-4-carboxylate (12.4 g), in the form of a pale yellow solid, m.p. 42°-45° C. RXN SMILES: [CH2:1]([C:16]1[NH:17][C:18]2[CH:19]=[CH:20][CH:21]=[C:22]([C:25]([OH:27])=[O:26])[C:23]=2[CH:24]=1)[CH2:2][CH2:3][CH2:4][CH2:5][CH2:6][CH2:7][CH2:8][CH2:9][CH2:10][CH2:11][CH2:12][CH2:13][CH2:14][CH3:15].Cl.O.[CH2:30](O)[CH3:31]>>[CH2:1]([C:16]1[NH:17][C:18]2[CH:19]=[CH:20][CH:21]=[C:22]([C:25]([O:27][CH2:30][CH3:31])=[O:26])[C:23]=2[CH:24]=1)[CH2:2][CH2:3][CH2:4][CH2:5][CH2:6][CH2:7][CH2:8][CH2:9][CH2:10][CH2:11][CH2:12][CH2:13][CH2:14][CH3:15]. Yields the product C(CCCCCCCCCCCCCC)C=1NC=2C=CC=C(C2C1)C(=O)OCC (ethyl 2-(n-pentadecyl)indole-4-carboxylate). Starting materials: BrC=1N=C2C(=NC1)N(C=C2C=O)COCC[Si](C)(C)C (2-Bromo-5-((2-(trimethylsilyl)ethoxy)methyl)-5H-pyrrolo[2,3-b]pyrazine-7-carbaldehyde), FC(OC=1C=C2C(=NN(C2=CC1)C)[Sn](CCCC)(CCCC)CCCC)F (5-(difluoromethoxy)-1-methyl-3-(tributylstannyl)-1H-indazole). Reagents/catalysts: C=1C=CC(=CC1)[P](C=2C=CC=CC2)(C=3C=CC=CC3)[Pd]([P](C=4C=CC=CC4)(C=5C=CC=CC5)C=6C=CC=CC6)([P](C=7C=CC=CC7)(C=8C=CC=CC8)C=9C=CC=CC9)[P](C=1C=CC=CC1)(C=1C=CC=CC1)C=1C=CC=CC1 (tetrakis(triphenylphosphine)palladium), [Cu]I (CuI). The solvent is CN(C)C=O (DMF). Run at temperature 90 celsius, time 2.5 hour. The product is FC(OC=1C=C2C(=NN(C2=CC1)C)C=1N=C2C(=NC1)N(C=C2C=O)COCC[Si](C)(C)C)F (2-(5-(difluoromethoxy)-1-methyl-1H-indazol-3-yl)-5-((2-(trimethylsilyl)ethoxy)methyl)-5H-pyrrolo[2,3-b]pyrazine-7-carbaldehyde). Yield: 72.8%. RXN SMILES: Br[C:2]1[N:3]=[C:4]2[C:10]([CH:11]=[O:12])=[CH:9][N:8]([CH2:13][O:14][CH2:15][CH2:16][Si:17]([CH3:20])([CH3:19])[CH3:18])[C:5]2=[N:6][CH:7]=1.[F:21][CH:22]([F:47])[O:23][C:24]1[CH:25]=[C:26]2[C:30](=[CH:31][CH:32]=1)[N:29]([CH3:33])[N:28]=[C:27]2[Sn](CCCC)(CCCC)CCCC>CN(C=O)C.C1C=CC([P]([Pd]([P](C2C=CC=CC=2)(C2C=CC=CC=2)C2C=CC=CC=2)([P](C2C=CC=CC=2)(C2C=CC=CC=2)C2C=CC=CC=2)[P](C2C=CC=CC=2)(C2C=CC=CC=2)C2C=CC=CC=2)(C2C=CC=CC=2)C2C=CC=CC=2)=CC=1.[Cu]I>[F:47][CH:22]([F:21])[O:23][C:24]1[CH:25]=[C:26]2[C:30](=[CH:31][CH:32]=1)[N:29]([CH3:33])[N:28]=[C:27]2[C:2]1[N:3]=[C:4]2[C:10]([CH:11]=[O:12])=[CH:9][N:8]([CH2:13][O:14][CH2:15][CH2:16][Si:17]([CH3:20])([CH3:19])[CH3:18])[C:5]2=[N:6][CH:7]=1 |^1:56,58,77,96|. Reported procedure: 2-Bromo-5-((2-(trimethylsilyl)ethoxy)methyl)-5H-pyrrolo[2,3-b]pyrazine-7-carbaldehyde (224 mg, 629 μmol) and 5-(difluoromethoxy)-1-methyl-3-(tributylstannyl)-1H-indazole (398 mg, 818 μmol.30) were dissolved in DMF (3 mL) under argon, tetrakis(triphenylphosphine)palladium (0) (36.3 mg, 31.4 μmol) and CuI (24.0 mg, 126 μmol, Eq: 0.20) were added and the mixture sonicated for 5 min with bubbling argon. The reaction mixture was stirred at 90° C. (oil bath temperature) for 2.5 h. The reaction mixture... Starting materials: O (water), BrCC1=CC(=CC=C1)Cl (1-(bromomethyl)-3-chlorobenzene), C([O-])([O-])=O.[K+].[K+] (potassium carbonate), BrC1=CC(=CC=2NC(=NC21)C)N2CCOCC2 (4-(4-bromo-2-methyl-1H-benzo[d]imidazol-6-yl)morpholine). Solvent: CN(C=O)C (N,N-Dimethylformamide). Run at temperature 90 celsius, time 4 hour. The product is BrC1=CC(=CC=2N(C(=NC21)C)CC2=CC(=CC=C2)Cl)N2CCOCC2 (4-(4-bromo-1-(3-chlorobenzyl)-2-methyl-1H-benzo[d]imidazol-6-yl)morpholine). The yield is 65.4%. As a reaction SMILES: [Br:1][C:2]1[C:10]2[N:9]=[C:8]([CH3:11])[NH:7][C:6]=2[CH:5]=[C:4]([N:12]2[CH2:17][CH2:16][O:15][CH2:14][CH2:13]2)[CH:3]=1.Br[CH2:19][C:20]1[CH:25]=[CH:24][CH:23]=[C:22]([Cl:26])[CH:21]=1.C(=O)([O-])[O-].[K+].[K+].O>CN(C)C=O>[Br:1][C:2]1[C:10]2[N:9]=[C:8]([CH3:11])[N:7]([CH2:19][C:20]3[CH:25]=[CH:24][CH:23]=[C:22]([Cl:26])[CH:21]=3)[C:6]=2[CH:5]=[C:4]([N:12]2[CH2:17][CH2:16][O:15][CH2:14][CH2:13]2)[CH:3]=1 |f:2.3.4|. Reported procedure: To a mixture of 4-(4-bromo-2-methyl-1H-benzo[d]imidazol-6-yl)morpholine (0.7 g, 2.364 mmol) in N,N-Dimethylformamide (DMF) (10 mL) was added 1-(bromomethyl)-3-chlorobenzene (0.583 g, 2.84 mmol) and potassium carbonate (0.980 g, 7.09 mmol). The resulting reaction mixture was stirred at 90° C. for 4 h. It was cooled to room temperature and poured into water (100 mL). The aqueous mixture was extracted with DCM (100 mL×2). The combined organic phases were washed with Brine (100 mL) and concentrated.... Reactants: O (water), C(C1=CC=CC=C1)OC(C(CC(C)(C)C)Br)=O (Benzyl-2-bromo-4,4-dimethylpentanoate), Cl.COC([C@H](N)C)=O (D-alanine methylester hydrochloride), CN1CCOCC1 (N-methyl morpholine). Reagents/catalysts: [I-].C(CCC)[N+](CCCC)(CCCC)CCCC (tetrabutyl ammonium iodide). Run in CS(=O)C (dimethyl sulphoxide). The product is CC(C=CC(=O)OCC1=CC=CC=C1)(C)C (benzyl 4,4-dimethylpent-2-enoate). Yield: 95.9%. RXN SMILES: [CH2:1]([O:8][C:9](=[O:17])[CH:10](Br)[CH2:11][C:12]([CH3:15])([CH3:14])[CH3:13])[C:2]1[CH:7]=[CH:6][CH:5]=[CH:4][CH:3]=1.Cl.COC(=O)[C@@H](C)N.CN1CCOCC1.O>CS(C)=O.[I-].C([N+](CCCC)(CCCC)CCCC)CCC>[CH3:13][C:12]([CH3:15])([CH3:14])[CH:11]=[CH:10][C:9]([O:8][CH2:1][C:2]1[CH:7]=[CH:6][CH:5]=[CH:4][CH:3]=1)=[O:17] |f:1.2,6.7|. Procedure: Benzyl-2-bromo-4,4-dimethylpentanoate (20 g) in dry dimethyl sulphoxide (250 ml) was treated with D-alanine methylester hydrochloride (9.33 g), N-methyl morpholine (6.78 g) and tetrabutyl ammonium iodide (24.7 g) at 90° under an atmosphere of argon for 2 days. The reaction mixture was allowed to cool to room temperature, poured into water (500 ml) and the products recovered by extraction into dichloromethane (3×250 ml). The material isolated from the organic extracts was purified by chromatograp... Reactants: C1CCOC1, CC(=O)Cl, O=[N+]([O-])c1ccc2[nH]cc(CCCCN3CCN(c4ccc5c(c4)OCCO5)CC3)c2c1. Product: CC(=O)Nc1ccc2[nH]cc(CCCCN3CCN(c4ccc5c(c4)OCCO5)CC3)c2c1. Reaction SMILES: [CH2:37]1[O:38][CH2:39][CH2:40][CH2:41]1.[CH3:33][C:34]([Cl:35])=[O:36].[N+:1]([O-:2])(=[O:3])[c:4]1[cH:5][c:6]2[c:7]([CH2:13][CH2:14][CH2:15][CH2:16][N:17]3[CH2:18][CH2:19][N:20]([c:23]4[cH:24][c:25]5[c:26]([cH:31][cH:32]4)[O:27][CH2:28][CH2:29][O:30]5)[CH2:21][CH2:22]3)[cH:8][nH:9][c:10]2[cH:11][cH:12]1>>[NH:1]([c:4]1[cH:5][c:6]2[c:7]([CH2:13][CH2:14][CH2:15][CH2:16][N:17]3[CH2:18][CH2:19][N:20]([c:23]4[cH:24][c:25]5[c:26]([cH:31][cH:32]4)[O:27][CH2:28][CH2:29][O:30]5)[CH2:21][CH2:22]3)[cH:8][nH:9][c:10]2[cH:11][cH:12]1)[C:34]([CH3:33])=[O:36].